describe an organic reaction: reactants, conditions, products, and yield From a dataset of the Open Reaction Database (ORD), a public repository of structured organic reaction records. Reactants: N([C@H](CCC(O)=O)C(=O)O)C(=O)OCC1C2=CC=CC=C2C2=CC=CC=C12 (Fmoc-D-Glu-OH), C1CCC(CC1)N=C=NC2CCCCC2 (DCC). Solvent: O1CCCC1 (tetrahydrofuran), ice water. Product: C1(CCCCC1)NC(=O)NC1CCCCC1 (1,3-dicyclohexylurea). The yield is 78.0%. As a reaction SMILES: N(C(OCC1C2C(=CC=CC=2)C2C1=CC=CC=2)=O)[C@@H](C(O)=O)CCC(=O)[OH:6].[CH2:28]1[CH2:33][CH2:32][CH:31]([N:34]=[C:35]=[N:36][CH:37]2[CH2:42][CH2:41][CH2:40][CH2:39][CH2:38]2)[CH2:30][CH2:29]1>O1CCCC1>[CH:37]1([NH:36][C:35]([NH:34][CH:31]2[CH2:30][CH2:29][CH2:28][CH2:33][CH2:32]2)=[O:6])[CH2:42][CH2:41][CH2:40][CH2:39][CH2:38]1. Procedure: Fmoc-D-Glu-OH (59.8 g, 1.0 eq) was dissolved in anhydrous tetrahydrofuran (THF) (324 mL). DCC (40.1 g, 1.2 eq) was then added while stirring in ice-water bath. The reaction mixture was allowed to warm to r.t and stirring was maintained for additional 8 h to produce 1,3-dicyclohexylurea (DCU). The precipitates were filtered off, and washed with small amount THF. Dry ammonia gas was then bubbled through the filtrate which was stirred in a NaCl salt-ice bath. The reaction was completed after 1.5 h ... Reactants: TEA, Cl.CNC (dimethylamine hydrochloride), C=1C=CC2=C(C1)N=NN2O (HOBt), CCN=C=NCCCN(C)C.Cl (EDCI.HCl), FC1=C(C(=O)O)C=CC(=C1)[N+](=O)[O-] (2-fluoro-4-nitrobenzoic acid). The solvent is CN(C)C=O (DMF). Run at time 12 hour. Yields the product FC1=C(C(=O)N(C)C)C=CC(=C1)[N+](=O)[O-] (2-fluoro-N,N-dimethyl-4-nitro benzamide). The yield is 81.5%. Reaction SMILES: [F:1][C:2]1[CH:10]=[C:9]([N+:11]([O-:13])=[O:12])[CH:8]=[CH:7][C:3]=1[C:4](O)=[O:5].Cl.[CH3:15][NH:16][CH3:17].C1C=CC2N(O)N=NC=2C=1.CCN=C=NCCCN(C)C.Cl>CN(C=O)C>[F:1][C:2]1[CH:10]=[C:9]([N+:11]([O-:13])=[O:12])[CH:8]=[CH:7][C:3]=1[C:4]([N:16]([CH3:17])[CH3:15])=[O:5] |f:1.2,4.5|. Reported procedure: To a 50 mL round bottom flask, 2-fluoro-4-nitrobenzoic acid (3.0 g, 0.0162 mol) and DMF (10 mL) was added. To the same flask, TEA (4.6 mL, 0.0324 mol), dimethylamine hydrochloride (2.65 g, 0.0324 mol), HOBt (3.28 g, 0.0243 mol) and EDCI.HCl (4.62 g, 0.0243 mol) was added. The reaction mixture was stirred at room temperature for 12 h. The reaction mass was quenched with water and extracted with ethyl acetate. The organic layer was dried over anhydrous sodium sulfate and evaporated under reduced p...